Task: describe an organic reaction: reactants, conditions, products, and yield. Dataset: the Open Reaction Database (ORD), a public repository of structured organic reaction records Reactants: C(C1=CC=CC=C1)(=O)O[C@@H](C(=O)OC)CC1=C(C(=C(C=C1)N)C)COC(C)=O ((R)-3-(2-(acetoxymethyl)-4-amino-3-methylphenyl)-1-methoxy-1-oxopropan-2-yl benzoate), C(C)#N (acetonitrile), ClN1C(CCC1=O)=O (N-chlorosuccinimide). Product: C(C1=CC=CC=C1)(=O)O[C@@H](C(=O)OC)CC1=C(C(=C(C(=C1)Cl)N)C)COC(C)=O ((R)-3-(2-(acetoxymethyl)-4-amino-5-chloro-3-methylphenyl)-1-methoxy-1-oxopropan-2-yl benzoate). Isolated yield 57.0%. As a reaction SMILES: [C:1]([O:9][C@H:10]([CH2:15][C:16]1[CH:21]=[CH:20][C:19]([NH2:22])=[C:18]([CH3:23])[C:17]=1[CH2:24][O:25][C:26](=[O:28])[CH3:27])[C:11]([O:13][CH3:14])=[O:12])(=[O:8])[C:2]1[CH:7]=[CH:6][CH:5]=[CH:4][CH:3]=1.C(#N)C.[Cl:32]N1C(=O)CCC1=O>>[C:1]([O:9][C@H:10]([CH2:15][C:16]1[CH:21]=[C:20]([Cl:32])[C:19]([NH2:22])=[C:18]([CH3:23])[C:17]=1[CH2:24][O:25][C:26](=[O:28])[CH3:27])[C:11]([O:13][CH3:14])=[O:12])(=[O:8])[C:2]1[CH:7]=[CH:6][CH:5]=[CH:4][CH:3]=1. Reported procedure: (R)-3-(2-(acetoxymethyl)-4-amino-3-methylphenyl)-1-methoxy-1-oxopropan-2-yl benzoate (15.00 g, 38.9 mmol) in acetonitrile (200. ml, 3829 mmol) was added N-chlorosuccinimide (5.72 g, 42.8 mmol). The reaction mixture was then heated to reflux for 2 min. The solvent was removed and the crude product was washed with aqueous NaHCO3. The crude product was purified by flash chromatography using 30% EtOAc in hexane to give (R)-3-(2-(acetoxymethyl)-4-amino-5-chloro-3-methylphenyl)-1-methoxy-1-oxopropan-2...